This data is from the Open Reaction Database (ORD), a public repository of structured organic reaction records. The task is: describe an organic reaction: reactants, conditions, products, and yield Starting materials: [Li]C(C)(C)C, CCOC=CBr, CCOCC, CCCCC, CCCC[Sn](Cl)(CCCC)CCCC, [Na+], O=C([O-])O. Yields the product CCCC[Sn](C=COCC)(CCCC)CCCC. Reaction SMILES: [C:7]([Li:8])([CH3:9])([CH3:10])[CH3:11].[CH2:1]([CH3:2])[O:3][CH:4]=[CH:5][Br:6].[CH3:31][CH2:32][O:33][CH2:34][CH3:35].[CH3:36][CH2:37][CH2:38][CH2:39][CH3:40].[Cl:12][Sn:13]([CH2:14][CH2:15][CH2:16][CH3:17])([CH2:18][CH2:19][CH2:20][CH3:21])[CH2:22][CH2:23][CH2:24][CH3:25].[Na+:30].[O-:26][C:27]([OH:28])=[O:29]>>[CH2:1]([CH3:2])[O:3][CH:4]=[CH:5][Sn:13]([CH2:14][CH2:15][CH2:16][CH3:17])([CH2:18][CH2:19][CH2:20][CH3:21])[CH2:22][CH2:23][CH2:24][CH3:25]. The reactants are BrCC1=CC=C(C=C1)S(=O)(=O)C (1-bromomethyl-4-methanesulfonylbenzene), C(C)(C)(C)O (tert-butanol), C(C)OC(CC(CC)=O)=O (3-oxopentanoic acid ethyl ester), CC(C)([O-])C.[K+] (potassium tert-butoxide). Run in O1CCCC1 (tetrahydrofuran), O1CCCC1 (tetrahydrofuran), O (water). Conditions: temperature 70 celsius. Product: C(C)OC(C(C(CC)=O)CC1=CC=C(C=C1)S(=O)(=O)C)=O (2-(4-methanesulfonylbenzyl)-3-oxopentanoic Acid Ethyl Ester). As a reaction SMILES: CC(C)([O-])C.[K+].C(O)(C)(C)C.[CH2:12]([O:14][C:15](=[O:21])[CH2:16][C:17](=[O:20])[CH2:18][CH3:19])[CH3:13].Br[CH2:23][C:24]1[CH:29]=[CH:28][C:27]([S:30]([CH3:33])(=[O:32])=[O:31])=[CH:26][CH:25]=1>O1CCCC1.O>[CH2:12]([O:14][C:15](=[O:21])[CH:16]([CH2:23][C:24]1[CH:25]=[CH:26][C:27]([S:30]([CH3:33])(=[O:32])=[O:31])=[CH:28][CH:29]=1)[C:17](=[O:20])[CH2:18][CH3:19])[CH3:13] |f:0.1|. Procedure details: A suspension of potassium tert-butoxide (3.9 g) in anhydrous tetrahydrofuran (60 mL) at 0° C. was treated with a mixture of tert-butanol (0.15 mL) and 3-oxopentanoic acid ethyl ester (5.0 g). The mixture was warmed to room temperature and after 30 minutes a solution of 1-bromomethyl-4-methanesulfonylbenzene (8.6 g) in tetrahydrofuran (20 mL) was added and the resulting mixture heated at 70° C. for 17 hours. The mixture was cooled to room temperature and diluted with water (20 mL) and this mixtur...